Dataset: the Open Reaction Database (ORD), a public repository of structured organic reaction records. Task: describe an organic reaction: reactants, conditions, products, and yield The reactants are Cl.NCC(=O)NCCCCC1=CC=CC=C1 (2-Amino-N-(4-phenyl-butyl)-acetamide-hydrogen chloride salt), C(C1=CC=CC=C1)(C1=CC=CC=C1)=N (benzophenone imine). The solvent is C(Cl)Cl (CH2Cl2). Yields the product C1(=CC=CC=C1)C(C1=CC=CC=C1)=NCC(=O)NCCCCC1=CC=CC=C1 (2-(Diphenylmethylenamino)-N-(4-phenyl-butyl)-acetamide). As a reaction SMILES: Cl.[NH2:2][CH2:3][C:4]([NH:6][CH2:7][CH2:8][CH2:9][CH2:10][C:11]1[CH:16]=[CH:15][CH:14]=[CH:13][CH:12]=1)=[O:5].[C:17](=N)([C:24]1[CH:29]=[CH:28][CH:27]=[CH:26][CH:25]=1)[C:18]1[CH:23]=[CH:22][CH:21]=[CH:20][CH:19]=1>C(Cl)Cl>[C:18]1([C:17](=[N:2][CH2:3][C:4]([NH:6][CH2:7][CH2:8][CH2:9][CH2:10][C:11]2[CH:12]=[CH:13][CH:14]=[CH:15][CH:16]=2)=[O:5])[C:24]2[CH:25]=[CH:26][CH:27]=[CH:28][CH:29]=2)[CH:23]=[CH:22][CH:21]=[CH:20][CH:19]=1 |f:0.1|. Procedure: 2-Amino-N-(4-phenyl-butyl)-acetamide-hydrogen chloride salt is stirred with benzophenone imine (12.6 mL, 75 mmol) in CH2Cl2 (200 mL) for 24 h. The organics are then washed with water, dried (MgSO4), and concentrated to provide 2-(diphenylmethylenamino)-N-(4-phenyl-butyl)-acetamide (7) as a white solid which is used without further purification.